Dataset: the Open Reaction Database (ORD), a public repository of structured organic reaction records. Task: describe an organic reaction: reactants, conditions, products, and yield The reactants are NC(C/C=C/C(=O)N(C)[C@@H](C(=O)N(C)CCC1=C(C=CC=C1)OCCO)CC1=CC2=CC=CC=C2C=C1)(C)C ((2R)-2-(N-((2E)-5-Amino-5-methylhex-2-enoyl)-N-methylamino)-N-(2-(2-(2-hydroxyethoxy)phenyl)ethyl)-N-methyl-3-(2-naphthyl)propionamide), O.ON1N=NC2=C1C=CC=C2 (1-hydroxybenzotriazole hydrate), Cl.CN(CCCN=C=NCC)C (N-(3-Dimethylaminopropyl)-N'-ethylcarbodiimide hydrochloride), solution, CN (methyl amine). Run in C(C)(=O)OCC (ethyl acetate), ClCCl (dichloromethane), CN(C=O)C (N,N-dimethylformamide). Run at temperature 0 celsius, time 30 minute. The product is OC1=C(C=CC=C1)CC(=O)NC (2-(2-hydroxyphenyl)-N-methylacetamide). The yield is 46.6%. RXN SMILES: NC(C)(C)C/C=C/C(N([C@H](CC1C=CC2C(=CC=CC=2)C=1)[C:11]([N:13]([CH2:15][CH2:16][C:17]1[CH:22]=[CH:21][CH:20]=[CH:19][C:18]=1[O:23]CCO)C)=O)C)=O.O.[OH:41]N1C2C=CC=CC=2N=N1.Cl.CN(C)CCCN=C=NCC.CN>CN(C)C=O.ClCCl.C(OCC)(=O)C>[OH:23][C:18]1[CH:19]=[CH:20][CH:21]=[CH:22][C:17]=1[CH2:16][C:15]([NH:13][CH3:11])=[O:41] |f:1.2,3.4|. Reported procedure: (2R)-2-(N-((2E)-5-Amino-5-methylhex-2-enoyl)-N-methylamino)-N-(2-(2-(2-hydroxyethoxy)phenyl)ethyl)-N-methyl-3-(2-naphthyl)propionamide ##STR130## 2-(2-Hydroxyphenyl)-N-methylacetamide ##STR131## (2-Hydroxyphenyl)acetic acid (9.89 g, 63.7 mmol) and 1-hydroxybenzotriazole hydrate (8.61 g, 63.7 mmol) were dissolved in N,N-dimethylformamide (50 ml) and dichloromethane (200 ml). The solution was cooled to 0° C. N-(3-Dimethylaminopropyl)-N'-ethylcarbodiimide hydrochloride (8.67 g, 63.7 mmol) was added... Reactants: O (water), BrC=1C=C(C(=NC1)O)[N+](=O)[O-] (5-bromo-3-nitro-pyridin-2-ol), CN(C)C=O (DMF), P(=O)(Br)(Br)Br (POBr3). Solvent: C1(=CC=CC=C1)C (toluene), C1(=CC=CC=C1)C (toluene), C1(=CC=CC=C1)C (toluene). Reaction conditions: temperature 90 celsius, time 16 hour. Yields the product BrC1=NC=C(C=C1[N+](=O)[O-])Br (2,5-Dibromo-3-nitro-pyridine). The yield is 97.9%. As a reaction SMILES: [Br:1][C:2]1[CH:3]=[C:4]([N+:9]([O-:11])=[O:10])[C:5](O)=[N:6][CH:7]=1.CN(C=O)C.P(Br)(Br)([Br:19])=O.O>C1(C)C=CC=CC=1>[Br:19][C:5]1[C:4]([N+:9]([O-:11])=[O:10])=[CH:3][C:2]([Br:1])=[CH:7][N:6]=1. Procedure details: To a suspension 5-bromo-3-nitro-pyridin-2-ol (20 g, 91.32 mmol) in toluene (100 ml) was added DMF (0.7 ml, 9.13 mmol) and the mixture was heated to 90° C. (the reaction mixture was protected from light). A solution of POBr3 (31.41 g, 109.51 mmol) in toluene (40 ml) was added dropwise at 90° C. and the reaction mixture was stirred at that temperature for 16 h. The mixture was allowed to cool to room temperature and toluene (50 ml) and water (50 ml) were added. The organic layer was separated, was... Reactants: BrC=1C=CC(=C(C1)C(F)(F)F)I (5-bromo-2-iodobenzotrifluoride), C1(CCC1)=O (cyclobutanone), C(C)(=O)OCC (ethyl acetate), [Cl-].[NH4+] (ammonium chloride). Run in O1CCCC1 (tetrahydrofuran), C(CCC)[Li] (n-butyl lithium), O1CCCC1 (tetrahydrofuran). Run at time 25 minute. Yields the product BrC1=CC(=C(C=C1)C1(CCC1)O)C(F)(F)F (1-[4-bromo-2-(trifluoromethyl)phenyl]cyclobutanol). Isolated yield 71.3%. Reaction SMILES: [Br:1][C:2]1[CH:3]=[CH:4][C:5](I)=[C:6]([C:8]([F:11])([F:10])[F:9])[CH:7]=1.[C:13]1(=[O:17])[CH2:16][CH2:15][CH2:14]1.[Cl-].[NH4+].C(OCC)(=O)C>O1CCCC1.C([Li])CCC>[Br:1][C:2]1[CH:3]=[CH:4][C:5]([C:13]2([OH:17])[CH2:16][CH2:15][CH2:14]2)=[C:6]([C:8]([F:11])([F:10])[F:9])[CH:7]=1 |f:2.3|. Reported procedure: To a solution of 5-bromo-2-iodobenzotrifluoride (5.00 g) in dehydrated tetrahydrofuran (140 mL), n-butyl lithium (2.69 mol/L, solution in n-hexane, 5.30 mL) was added at −78° C. and the mixture was stirred at that temperature for 25 minutes. After adding a solution of cyclobutanone (999 mg) in tetrahydrofuran (5.00 mL), the mixture was brought to room temperature and stirred for 3 days. After adding a saturated aqueous solution of ammonium chloride under cooling with ice, two extractions were co... Reactants: O=C([O-])[O-], CCNCC, COc1ccc(C2COCCO2)c2sc(NC(=O)c3ccnc(CCl)c3)nc12, ClC(Cl)Cl, [Cs+], [Cs+]. Product: CCN(CC)Cc1cc(C(=O)Nc2nc3c(OC)ccc(C4COCCO4)c3s2)ccn1. Reaction SMILES: [C:29](=[O:30])([O-:31])[O-:32].[CH2:35]([CH3:36])[NH:37][CH2:38][CH3:39].[Cl:1][CH2:2][c:3]1[cH:4][c:5]([C:6](=[O:7])[NH:8][c:9]2[s:10][c:11]3[c:12]([n:13]2)[c:14]([O:24][CH3:25])[cH:15][cH:16][c:17]3[CH:18]2[O:19][CH2:20][CH2:21][O:22][CH2:23]2)[cH:26][cH:27][n:28]1.[Cl:40][CH:41]([Cl:42])[Cl:43].[Cs+:33].[Cs+:34]>>[CH2:2]([c:3]1[cH:4][c:5]([C:6](=[O:7])[NH:8][c:9]2[s:10][c:11]3[c:12]([n:13]2)[c:14]([O:24][CH3:25])[cH:15][cH:16][c:17]3[CH:18]2[O:19][CH2:20][CH2:21][O:22][CH2:23]2)[cH:26][cH:27][n:28]1)[N:37]([CH2:35][CH3:36])[CH2:38][CH3:39]. Starting materials: Example 1 ( g ), OCC1=CC=C(C=C1)C1C(C2CCC(C1)N2C(=O)OC(C)(C)C)OCC2=CC1=CC=CC=C1C=C2 (tert-butyl (1RS,2RS,3RS,5SR)-3-(4-hydroxymethyl-phenyl)-2-(naphthalen-2-ylmethoxy)-8-aza-bicyclo[3.2.1]octane-8-carboxylate), C(C1=CC=CC=C1)OCCI (2-(benzyloxy)-ethyl iodide). Yields the product C(C1=CC=CC=C1)OCCOCC1=CC=C(C=C1)C1C(C2CCC(C1)N2C(=O)OC(C)(C)C)OCC2=CC1=CC=CC=C1C=C2 (tert-butyl (1RS,2RS,3RS,5SR)-3-[4-(2-benzyloxy-ethoxymethyl)-phenyl]-2-(naphthalen-2-ylmethoxy)-8-aza-bicyclo[3.2.1]octane-8-carboxylate). RXN SMILES: [OH:1][CH2:2][C:3]1[CH:8]=[CH:7][C:6]([CH:9]2[CH2:15][CH:14]3[N:16]([C:17]([O:19][C:20]([CH3:23])([CH3:22])[CH3:21])=[O:18])[CH:11]([CH2:12][CH2:13]3)[CH:10]2[O:24][CH2:25][C:26]2[CH:35]=[CH:34][C:33]3[C:28](=[CH:29][CH:30]=[CH:31][CH:32]=3)[CH:27]=2)=[CH:5][CH:4]=1.[CH2:36]([O:43][CH2:44][CH2:45]I)[C:37]1[CH:42]=[CH:41][CH:40]=[CH:39][CH:38]=1>>[CH2:36]([O:43][CH2:44][CH2:45][O:1][CH2:2][C:3]1[CH:8]=[CH:7][C:6]([CH:9]2[CH2:15][CH:14]3[N:16]([C:17]([O:19][C:20]([CH3:23])([CH3:22])[CH3:21])=[O:18])[CH:11]([CH2:12][CH2:13]3)[CH:10]2[O:24][CH2:25][C:26]2[CH:35]=[CH:34][C:33]3[C:28](=[CH:29][CH:30]=[CH:31][CH:32]=3)[CH:27]=2)=[CH:5][CH:4]=1)[C:37]1[CH:42]=[CH:41][CH:40]=[CH:39][CH:38]=1. Procedure details: In an analogous manner to that described in Example 1 (g), by alkylating tert-butyl (1RS,2RS,3RS,5SR)-3-(4-hydroxymethyl-phenyl)-2-(naphthalen-2-ylmethoxy)-8-aza-bicyclo[3.2.1]octane-8-carboxylate [Example 86 (eee)] with 2-(benzyloxy)-ethyl iodide [Helv.Chim.Acta Vol.71, (1988), 2039] there was obtained tert-butyl (1RS,2RS,3RS,5SR)-3-[4-(2-benzyloxy-ethoxymethyl)-phenyl]-2-(naphthalen-2-ylmethoxy)-8-aza-bicyclo[3.2.1]octane-8-carboxylate as a colourless oil; MS: 625 (M+NH4)+. The reactants are CCN(C(C)C)C(C)C, O=C(Cl)C(=O)Cl, N#Cc1ccc2oc(-c3ccc(N)cc3)nc2c1, O=C(O)C1Cc2cc3ccccc3cc2O1. Product: N#Cc1ccc2oc(-c3ccc(NC(=O)C4Cc5cc6ccccc6cc5O4)cc3)nc2c1. RXN SMILES: [CH:17]([N:18]([CH:19]([CH3:20])[CH3:21])[CH2:22][CH3:23])([CH3:24])[CH3:25].[Cl:44][C:45]([C:46]([Cl:47])=[O:48])=[O:49].[NH2:26][c:27]1[cH:28][cH:29][c:30](-[c:33]2[o:34][c:35]3[c:36]([n:37]2)[cH:38][c:39]([C:42]#[N:43])[cH:40][cH:41]3)[cH:31][cH:32]1.[O:1]1[c:2]2[c:3]([cH:9][c:10]3[cH:11][cH:12][cH:13][cH:14][c:15]3[cH:16]2)[CH2:4][CH:5]1[C:6](=[O:7])[OH:8]>>[O:1]1[c:2]2[c:3]([cH:9][c:10]3[cH:11][cH:12][cH:13][cH:14][c:15]3[cH:16]2)[CH2:4][CH:5]1[C:6](=[O:8])[NH:26][c:27]1[cH:28][cH:29][c:30](-[c:33]2[o:34][c:35]3[c:36]([n:37]2)[cH:38][c:39]([C:42]#[N:43])[cH:40][cH:41]3)[cH:31][cH:32]1. Starting materials: OC=1C=C(C=O)C=C(C1)O (3,5-dihydroxybenzaldehyde), C(C1=CC=CC=C1)Br (benzyl bromide), C([O-])([O-])=O.[Cs+].[Cs+] (cesium carbonate). The product is C(C1=CC=CC=C1)OC=1C=C(C=O)C=C(C1)O (3-(Benzyloxy)-5-hydroxybenzaldehyde). RXN SMILES: [OH:1][C:2]1[CH:3]=[C:4]([CH:7]=[C:8]([OH:10])[CH:9]=1)[CH:5]=[O:6].[CH2:11](Br)[C:12]1[CH:17]=[CH:16][CH:15]=[CH:14][CH:13]=1.C(=O)([O-])[O-].[Cs+].[Cs+]>>[CH2:11]([O:1][C:2]1[CH:3]=[C:4]([CH:7]=[C:8]([OH:10])[CH:9]=1)[CH:5]=[O:6])[C:12]1[CH:17]=[CH:16][CH:15]=[CH:14][CH:13]=1 |f:2.3.4|. Reported procedure: Preparation takes place in analogy to Example 3H from 5.0 g (36.2 mmol) of 3,5-dihydroxybenzaldehyde, 6.81 g (39.8 mmol) of benzyl bromide and 11.8 g (36.2 mmol) of cesium carbonate. Reactants: O=C([O-])O, ClCCl, CC1(C)CN(Cc2ccccn2)c2cc([N+](=O)[O-])ccc2O1, O=C(OO)c1cccc(Cl)c1, [Na+]. Product: CC1(C)CN(Cc2cccc[n+]2[O-])c2cc([N+](=O)[O-])ccc2O1. As a reaction SMILES: [C:37](=[O:38])([O-:39])[OH:40].[CH2:34]([Cl:35])[Cl:36].[CH3:1][C:2]1([CH3:22])[O:3][c:4]2[c:5]([cH:15][c:16]([N+:19](=[O:20])[O-:21])[cH:17][cH:18]2)[N:6]([CH2:8][c:9]2[n:10][cH:11][cH:12][cH:13][cH:14]2)[CH2:7]1.[Cl:23][c:24]1[cH:25][cH:26][cH:27][c:28]([C:29]([O:30][OH:32])=[O:31])[cH:33]1.[Na+:41]>>[CH3:1][C:2]1([CH3:22])[O:3][c:4]2[c:5]([cH:15][c:16]([N+:19](=[O:20])[O-:21])[cH:17][cH:18]2)[N:6]([CH2:8][c:9]2[n+:10]([O-:31])[cH:11][cH:12][cH:13][cH:14]2)[CH2:7]1. Starting materials: N1N=C(C2=CC=CC=C12)C(=O)O (1H-Indazole-3-carboxylic acid), C(=O)(N1C=NC=C1)N1C=NC=C1 (1,1'-carbonyldiimidazole), NC1CC[C@H]2CC[C@@H]1N2C (4-aminotropane). Yields the product [C@H]12CCC([C@H](CC1)N2C)NC(=O)C2=NNC1=CC=CC=C21 (N-(Tropan-4-yl)-1H-Indazole-3-Carboxamide). Isolated yield 18.0%. RXN SMILES: [NH:1]1[C:9]2[C:4](=[CH:5][CH:6]=[CH:7][CH:8]=2)[C:3]([C:10]([OH:12])=O)=[N:2]1.C(N1C=CN=C1)(N1C=CN=C1)=O.[NH2:25][CH:26]1[C@H:32]2[N:33]([CH3:34])[C@H:29]([CH2:30][CH2:31]2)[CH2:28][CH2:27]1>>[C@@H:29]12[N:33]([CH3:34])[C@@H:32]([CH2:31][CH2:30]1)[CH:26]([NH:25][C:10]([C:3]1[C:4]3[C:9](=[CH:8][CH:7]=[CH:6][CH:5]=3)[NH:1][N:2]=1)=[O:12])[CH2:27][CH2:28]2. Procedure: 1H-Indazole-3-carboxylic acid (9.73 g, 60 mmol), 1,1'-carbonyldiimidazole (9.74 g, 60 mmol), and 4-aminotropane (8.42 g, 60 mmol) were converted to the title compound by the procedure of Preparation 7, Step 2 to give 3.02 g. Yield: 18%. m.p. 222° C.-224° C. EA calculated for C16H20N4O: C, 67.58; H, 7.09; N, 19.70. Found: C, 67.65; H, 7.25; N, 19.75. MS(FD) M+284.